This data is from the Open Reaction Database (ORD), a public repository of structured organic reaction records. The task is: describe an organic reaction: reactants, conditions, products, and yield Reactants: NC1=NC2=C(C(=NC1)C1=CC(=CC=C1)CC)C(=CC(=C2)CC)CC (2-amino-6,8-diethyl-5-(m-ethylphenyl)-3H-1,4-benzodiazepine), C(C#C)(=O)OCC (ethyl propiolate). The solvent is C(C)O (ethanol). The product is C(C)C1=CC(=CC2=C1C(=NCC=1N2C=CC(N1)=O)C1=CC(=CC=C1)CC)CC (8,10-diethyl-7-(m-ethylphenyl)pyrimido[1,2-a][1,4]benzodiazepin-3(5H)-one). As a reaction SMILES: [NH2:1][C:2]1[CH2:8][N:7]=[C:6]([C:9]2[CH:14]=[CH:13][CH:12]=[C:11]([CH2:15][CH3:16])[CH:10]=2)[C:5]2[C:17]([CH2:23][CH3:24])=[CH:18][C:19]([CH2:21][CH3:22])=[CH:20][C:4]=2[N:3]=1.[C:25](OCC)(=[O:28])[C:26]#[CH:27]>C(O)C>[CH2:23]([C:17]1[C:5]2[C:6]([C:9]3[CH:14]=[CH:13][CH:12]=[C:11]([CH2:15][CH3:16])[CH:10]=3)=[N:7][CH2:8][C:2]3[N:3]([CH:27]=[CH:26][C:25](=[O:28])[N:1]=3)[C:4]=2[CH:20]=[C:19]([CH2:21][CH3:22])[CH:18]=1)[CH3:24]. Procedure: In the manner given in Example 1, 2-amino-6,8-diethyl-5-(m-ethylphenyl)-3H-1,4-benzodiazepine, ethyl propiolate and ethanol were refluxed. The mixture was chromatographed to give 8,10-diethyl-7-(m-ethylphenyl)pyrimido[1,2-a][1,4]benzodiazepin-3(5H)-one. Reactants: Rh, C[C@H]([C]1[CH][CH][CH][C]1P(C2=CC=CC3=CC=CC=C32)C4=CC=CC5=CC=CC=C54)PC (Josiphos SL-J216-2), ClC=1C=C(CC2=C(CCC3=CC=C(C=C23)OC)NC(CC)=O)C=CC1 (N-(1-(3-chlorobenzyl)-7-methoxy-3,4-dihydronaphthalen-2-yl)propionamide), [H][H] (hydrogen). Reagents/catalysts: [Rh+].ClC1=CC=CCCCC1 (Chlorocyclooctadiene rhodium(I)). Run in CO (methanol). Reaction conditions: temperature 45 celsius, time 20 minute. Yields the product ClC=1C=C(C[C@H]2[C@H](CCC3=CC=C(C=C23)OC)NC(CC)=O)C=CC1 (N-((1R,2S)-1-(3-chlorobenzyl)-7-methoxy-1,2,3,4-tetrahydronaphthalen-2-yl)propionamide). Isolated yield 98.0%. RXN SMILES: C[C@@H](PC)[C]1[C](P(C2C3C(=CC=CC=3)C=CC=2)C2C3C(=CC=CC=3)C=CC=2)[CH][CH][CH]1.[Cl:31][C:32]1[CH:33]=[C:34]([CH:53]=[CH:54][CH:55]=1)[CH2:35][C:36]1[C:45]2[C:40](=[CH:41][CH:42]=[C:43]([O:46][CH3:47])[CH:44]=2)[CH2:39][CH2:38][C:37]=1[NH:48][C:49](=[O:52])[CH2:50][CH3:51].[H][H]>[Rh+].ClC1CCCCC=CC=1.CO>[Cl:31][C:32]1[CH:33]=[C:34]([CH:53]=[CH:54][CH:55]=1)[CH2:35][C@@H:36]1[C:45]2[C:40](=[CH:41][CH:42]=[C:43]([O:46][CH3:47])[CH:44]=2)[CH2:39][CH2:38][C@@H:37]1[NH:48][C:49](=[O:52])[CH2:50][CH3:51] |f:3.4,^1:4,5,27,28,29|. Reported procedure: Chlorocyclooctadiene rhodium(I) dimer (29.2 mg, 0.118 mmol of Rh), Josiphos SL-J216-2 (79.1 mg, 0.123 mmol), and N-(1-(3-chlorobenzyl)-7-methoxy-3,4-dihydronaphthalen-2-yl)propionamide (43.30 g, 122 mmol) were combined in a metal reactor, and the vessel was inerted with argon. Degassed methanol (435 ml) was added, then the mixture was agitated under argon at 45° C. for 20 min. The reactor was pressurized to 60 psig with hydrogen and agitated at 60° C. for 16 hrs. HPLC analysis showed complete co...